From a dataset of the Open Reaction Database (ORD), a public repository of structured organic reaction records. describe an organic reaction: reactants, conditions, products, and yield Starting materials: C(=O)(O)[C@@H]1NC2=CC(=CC(=C2[C@H](C1)CC(=O)OC)Cl)Cl (Trans-2-carboxy-4-methoxycarbonylmethyl-5,7-dichloro-1,2,3,4-tetrahydroquinoline), C(O)([O-])=O.[Na+] (sodium hydrogen carbonate), CC(C)=C (isobutylene), 30. Reported procedure: Trans-2-carboxy-4-methoxycarbonylmethyl-5,7-dichloro-1,2,3,4-tetrahydroquinoline (Example 156) (4 g) was suspended in dichloromethane (50 ml) and isobutylene (50 ml) was condensed at 0° C. Concentrated sulphuric acid (10 drops) was added and the reaction mixture was shaken for 3 days under a nitrogen atmosphere of 30 p.s.i. The solution was poured into saturated sodium hydrogen carbonate solution and diluted with a further amount of dichloromethane (100 ml). The organic layer was separated and t... RXN SMILES: [C:1]([C@H:4]1[CH2:13][C@H:12]([CH2:14][C:15]([O:17][CH3:18])=[O:16])[C:11]2[C:6](=[CH:7][C:8]([Cl:20])=[CH:9][C:10]=2[Cl:19])[NH:5]1)([OH:3])=[O:2].[CH3:21][C:22](=[CH2:24])[CH3:23].C(=O)([O-])O.[Na+]>ClCCl.S(=O)(=O)(O)O>[CH3:18][O:17][C:15]([CH2:14][C@@H:12]1[C:11]2[C:6](=[CH:7][C:8]([Cl:20])=[CH:9][C:10]=2[Cl:19])[NH:5][C@@H:4]([C:1]([O:3][C:22]([CH3:24])([CH3:23])[CH3:21])=[O:2])[CH2:13]1)=[O:16] |f:2.3|. Reagents/catalysts: S(O)(O)(=O)=O (sulphuric acid). Yields the product COC(=O)C[C@H]1C[C@@H](NC2=CC(=CC(=C12)Cl)Cl)C(=O)OC(C)(C)C (Trans-4-methoxycarbonylmethyl-2-tertiarybutyloxycarbonyl-5,7-dichloro-1,2,3,4-tetrahydroquinoline). Run in ClCCl (dichloromethane), ClCCl (dichloromethane). The reactants are CCOCCn1c(N2CCCN(CCC3(c4ccccc4)CCNC3)CC2)nc2ccccc21, CCN=C=NCCCN(C)C, COc1ccc(O)cc1C(=O)O, CCN(C(C)C)C(C)C, ClCCl, Cl, Cl, O, On1nnc2ccccc21. Product: CCOCCn1c(N2CCCN(CCC3(c4ccccc4)CCN(C(=O)c4cc(O)ccc4OC)C3)CC2)nc2ccccc21. RXN SMILES: [CH2:2]([CH3:3])[O:4][CH2:5][CH2:6][n:7]1[c:8]([N:16]2[CH2:17][CH2:18][N:19]([CH2:23][CH2:24][C:25]3([c:30]4[cH:31][cH:32][cH:33][cH:34][cH:35]4)[CH2:26][NH:27][CH2:28][CH2:29]3)[CH2:20][CH2:21][CH2:22]2)[n:9][c:10]2[c:11]1[cH:12][cH:13][cH:14][cH:15]2.[CH2:60]([N:61]=[C:62]=[N:63][CH2:64][CH2:65][CH2:66][N:67]([CH3:68])[CH3:69])[CH3:70].[CH3:36][O:37][c:38]1[c:39]([C:40](=[O:41])[OH:42])[cH:43][c:44]([OH:47])[cH:45][cH:46]1.[CH:71]([N:72]([CH2:73][CH3:74])[CH:75]([CH3:76])[CH3:77])([CH3:78])[CH3:79].[Cl:80][CH2:81][Cl:82].[ClH:1].[ClH:59].[OH2:48].[OH:49][n:50]1[c:51]2[cH:52][cH:53][cH:54][cH:55][c:56]2[n:57][n:58]1>>[CH2:2]([CH3:3])[O:4][CH2:5][CH2:6][n:7]1[c:8]([N:16]2[CH2:17][CH2:18][N:19]([CH2:23][CH2:24][C:25]3([c:30]4[cH:31][cH:32][cH:33][cH:34][cH:35]4)[CH2:26][N:27]([C:40]([c:39]4[c:38]([O:37][CH3:36])[cH:46][cH:45][c:44]([OH:47])[cH:43]4)=[O:41])[CH2:28][CH2:29]3)[CH2:20][CH2:21][CH2:22]2)[n:9][c:10]2[c:11]1[cH:12][cH:13][cH:14][cH:15]2. Starting materials: C1(=CC=CC=C1)C (toluene), C(C)O (ethanol), C(CCC)OB(OCCCC)C=C (vinylboronic acid dibutyl ester), FC1(CC2C(C(OC3=C(C=C(C=C23)OCOC)C#N)C2=CC=C(C=C2)OCOC)C1)F (2,2-Difluoro-8-methoxymethoxy-4-(4-methoxymethoxy-phenyl)-1,2,3,3a,4,9b-hexahydro-cyclopenta[c]chromene-6-carbonitrile). The reagents and catalysts are C=1C=CC(=CC1)[P](C=2C=CC=CC2)(C=3C=CC=CC3)[Pd]([P](C=4C=CC=CC4)(C=5C=CC=CC5)C=6C=CC=CC6)([P](C=7C=CC=CC7)(C=8C=CC=CC8)C=9C=CC=CC9)[P](C=1C=CC=CC1)(C=1C=CC=CC1)C=1C=CC=CC1 (Pd(PPh3)4). Run in CCOC(=O)C (EtOAc). Run at temperature 80 celsius, time 5 minute. Yields the product FC1(CC2C(C(OC=3C(=CC(=CC23)OCOC)C=C)C2=CC=C(C=C2)OCOC)C1)F (2,2-Difluoro-8-methoxymethoxy-4-(4-methoxymethoxy-phenyl)-6-vinyl-1,2,3,3a,4,9b-hexahydro-cyclopenta[c]chromene). Reaction SMILES: [C:1]1(C)C=CC=CC=1.C(O)C.C(OB(C=C)OCCCC)CCC.[F:24][C:25]1([F:54])[CH2:53][CH:28]2[CH:29]([C:43]3[CH:48]=[CH:47][C:46]([O:49][CH2:50][O:51][CH3:52])=[CH:45][CH:44]=3)[O:30][C:31]3[C:36]([CH:27]2[CH2:26]1)=[CH:35][C:34]([O:37][CH2:38][O:39][CH3:40])=[CH:33][C:32]=3[C:41]#N>CCOC(C)=O.C1C=CC([P]([Pd]([P](C2C=CC=CC=2)(C2C=CC=CC=2)C2C=CC=CC=2)([P](C2C=CC=CC=2)(C2C=CC=CC=2)C2C=CC=CC=2)[P](C2C=CC=CC=2)(C2C=CC=CC=2)C2C=CC=CC=2)(C2C=CC=CC=2)C2C=CC=CC=2)=CC=1>[F:24][C:25]1([F:54])[CH2:53][CH:28]2[CH:29]([C:43]3[CH:48]=[CH:47][C:46]([O:49][CH2:50][O:51][CH3:52])=[CH:45][CH:44]=3)[O:30][C:31]3[C:32]([CH:41]=[CH2:1])=[CH:33][C:34]([O:37][CH2:38][O:39][CH3:40])=[CH:35][C:36]=3[CH:27]2[CH2:26]1 |^1:64,66,85,104|. Procedure details: Add 0.45 mL of toluene, 0.1 mL of absolute ethanol, and vinylboronic acid dibutyl ester (0.030 mL, 0.136 mmol) to a 4 mL vial containing preparation 16 (30 mg, 0.062 mmol) and Pd(PPh3)4 (7 mg, 0.0061 mmol). Bubble nitrogen through the solution for 5 min, seal tightly, and warm to 80° C. with stirring overnight. Dilute the solution with EtOAc and wash with brine. Back extract the aqueous solution with EtOAc. Wash the combined organic solutions with brine, dry over Na2SO4, filter, and concentrate.... Starting materials: ClC1=NN2C(C(=N1)N(CC1=CC=C(C=C1)OC)C1CC1)=NC=C2C#N (2-chloro-4-(cyclopropyl(4-methoxybenzyl)amino)imidazo[2,1-f][1,2,4]triazine-7-carbonitrile), ClC1=NN2C(C(=N1)N(CC1=CC=C(C=C1)OC)C1CC1)=NC=C2C#N (2-chloro-4-(cyclopropyl(4-methoxybenzyl)amino)imidazo[2,1-f][1,2,4]triazine-7-carbonitrile), NC=1C=C(C#N)C=C(C1Cl)OC1CCN(CC1)C1(COC1)C (3-amino-4-chloro-5-((1-(3-methyloxetan-3-yl)piperidin-4-yl)oxy)benzonitrile), CC1(C2=C(C(=CC=C2)P(C3=CC=CC=C3)C4=CC=CC=C4)OC5=C(C=CC=C51)P(C6=CC=CC=C6)C7=CC=CC=C7)C (xantphos), C([O-])([O-])=O.[Cs+].[Cs+] (cesium carbonate). The reagents and catalysts are C(C)(=O)[O-].[Pd+2].C(C)(=O)[O-] (palladium(II) acetate), C1=CC=C(C=C1)P([C-]2C=CC=C2)C3=CC=CC=C3.C1=CC=C(C=C1)P([C-]2C=CC=C2)C3=CC=CC=C3.[Fe+2] (DPPF). The solvent is O1CCOCC1 (dioxane). Run at temperature 80 celsius. Yields the product ClC1=C(C=C(C=C1OC1CCN(CC1)C1(COC1)C)C#N)NC1=NN2C(C(=N1)N(CC1=CC=C(C=C1)OC)C1CC1)=NC=C2C#N (2-((2-chloro-5-cyano-3-((1-(3-methyloxetan-3-yl)piperidin-4-yl)oxy)phenyl)amino)-4-(cyclopropyl(4-methoxybenzyl)amino)imidazo[2,1-f][1,2,4]triazine-7-carbonitrile). Yield: 40.8%. As a reaction SMILES: Cl[C:2]1[N:7]=[C:6]([N:8]([CH:18]2[CH2:20][CH2:19]2)[CH2:9][C:10]2[CH:15]=[CH:14][C:13]([O:16][CH3:17])=[CH:12][CH:11]=2)[C:5]2=[N:21][CH:22]=[C:23]([C:24]#[N:25])[N:4]2[N:3]=1.[NH2:26][C:27]1[CH:28]=[C:29]([CH:32]=[C:33]([O:36][CH:37]2[CH2:42][CH2:41][N:40]([C:43]3([CH3:47])[CH2:46][O:45][CH2:44]3)[CH2:39][CH2:38]2)[C:34]=1[Cl:35])[C:30]#[N:31].CC1(C)C2C(=C(P(C3C=CC=CC=3)C3C=CC=CC=3)C=CC=2)OC2C(P(C3C=CC=CC=3)C3C=CC=CC=3)=CC=CC1=2.C(=O)([O-])[O-].[Cs+].[Cs+]>O1CCOCC1.C([O-])(=O)C.[Pd+2].C([O-])(=O)C.C1C=CC(P(C2C=CC=CC=2)[C-]2C=CC=C2)=CC=1.C1C=CC(P(C2C=CC=CC=2)[C-]2C=CC=C2)=CC=1.[Fe+2]>[Cl:35][C:34]1[C:33]([O:36][CH:37]2[CH2:42][CH2:41][N:40]([C:43]3([CH3:47])[CH2:44][O:45][CH2:46]3)[CH2:39][CH2:38]2)=[CH:32][C:29]([C:30]#[N:31])=[CH:28][C:27]=1[NH:26][C:2]1[N:7]=[C:6]([N:8]([CH:18]2[CH2:19][CH2:20]2)[CH2:9][C:10]2[CH:11]=[CH:12][C:13]([O:16][CH3:17])=[CH:14][CH:15]=2)[C:5]2=[N:21][CH:22]=[C:23]([C:24]#[N:25])[N:4]2[N:3]=1 |f:3.4.5,7.8.9,10.11.12|. Procedure details: A mixture of 2-chloro-4-(cyclopropyl(4-methoxybenzyl)amino)imidazo[2,1-f][1,2,4]triazine-7-carbonitrile (Intermediate 9) (47.4 mg, 0.134 mmol), 3-amino-4-chloro-5-((1-(3-methyloxetan-3-yl)piperidin-4-yl)oxy)benzonitrile (43 mg, 0.134 mmol), palladium(II) acetate (7.95 mg, 0.035 mmol), xantphos (7.73 mg, 0.013 mmol), DPPF (7.41 mg, 0.013 mmol) and cesium carbonate (113 mg, 0.347 mmol) in dioxane (2 ml) was evacuated and back filled with nitrogen three time and was heated at 80° C. for 6 h. The re... Reactants: Cl (HCl), BrC=1C=C(C(=O)O)C=C(C1OC1=CC(=C(C=C1)O)C(C)C)Br (3,5-dibromo-4-(4-hydroxy-3-isopropylphenoxy)benzoic acid), Example 1(c), B([O-])[O-].C(CCC)[N+](CCCC)(CCCC)CCCC.C(CCC)[N+](CCCC)(CCCC)CCCC (tetrabutylammonium boronate), C(C)Br (ethylbromide). Run in C(Cl)Cl (CH2Cl2), O1CCCC1 (tetrahydrofuran). Yields the product BrC=1C=C(CO)C=C(C1OC1=CC(=C(C=C1)O)C(C)C)Br (3,5-Dibromo -4-(4-hydroxy-3-isopropylphenoxy)benzylalcohol). Reaction SMILES: [Br:1][C:2]1[CH:3]=[C:4]([CH:8]=[C:9]([Br:22])[C:10]=1[O:11][C:12]1[CH:17]=[CH:16][C:15]([OH:18])=[C:14]([CH:19]([CH3:21])[CH3:20])[CH:13]=1)[C:5](O)=[O:6].B([O-])[O-].C([N+](CCCC)(CCCC)CCCC)CCC.C([N+](CCCC)(CCCC)CCCC)CCC.C(Br)C.Cl>C(Cl)Cl.O1CCCC1>[Br:1][C:2]1[CH:3]=[C:4]([CH:8]=[C:9]([Br:22])[C:10]=1[O:11][C:12]1[CH:17]=[CH:16][C:15]([OH:18])=[C:14]([CH:19]([CH3:20])[CH3:21])[CH:13]=1)[CH2:5][OH:6] |f:1.2.3|. Procedure: A mixture of 3,5-dibromo-4-(4-hydroxy-3-isopropylphenoxy)benzoic acid (Example 1(c) (1.0 g, 3.3 mmol), tetrabutylammonium boronate (2.6 g, 9.9 mmol) and ethylbromide (1.0 ml, 13.2 mmol) in 25 ml of CH2Cl2 and 10 ml of tetrahydrofuran was stirred at room temperature over night. The reaction mixture was treated with 1M HCl and extracted several times with EtOAc. The combined organic phases were washed once with water followed by a saturated solution of NaCl. After drying over MgSO4, filtration and...